From a dataset of the Open Reaction Database (ORD), a public repository of structured organic reaction records. describe an organic reaction: reactants, conditions, products, and yield Starting materials: COc1ccc(CN2C(=O)C(=O)c3ccccc32)cc1, CC(C)[Mg+], [Cl-], ClCCCl, Cl, N#Cc1ccc(O)cc1F, C1CCOC1. Product: COc1ccc(CN2C(=O)C(O)(c3cc(C#N)c(F)cc3O)c3ccccc32)cc1. RXN SMILES: [CH3:16][O:17][c:18]1[cH:19][cH:20][c:21]([CH2:22][N:23]2[C:24](=[O:33])[C:25](=[O:32])[c:26]3[cH:27][cH:28][cH:29][cH:30][c:31]32)[cH:34][cH:35]1.[CH:12]([Mg+:13])([CH3:14])[CH3:15].[Cl-:11].[Cl:37][CH2:38][CH2:39][Cl:40].[ClH:36].[F:1][c:2]1[c:3]([C:4]#[N:5])[cH:6][cH:7][c:8]([OH:10])[cH:9]1.[O:41]1[CH2:42][CH2:43][CH2:44][CH2:45]1>>[F:1][c:2]1[c:3]([C:4]#[N:5])[cH:6][c:7]([C:25]2([OH:32])[C:24](=[O:33])[N:23]([CH2:22][c:21]3[cH:20][cH:19][c:18]([O:17][CH3:16])[cH:35][cH:34]3)[c:31]3[c:26]2[cH:27][cH:28][cH:29][cH:30]3)[c:8]([OH:10])[cH:9]1.